This data is from the Open Reaction Database (ORD), a public repository of structured organic reaction records. The task is: describe an organic reaction: reactants, conditions, products, and yield Starting materials: CC1=C(N=C(C(=N1)C)C)C (tetramethylpyrazine), C(C1=CC=C(C=C1)OC)=O (p-anisaldehyde). Product: OC(CC1=NC(=C(N=C1C)C)C)C1=CC=C(C=C1)OC (2-(2-Hydroxy-2-p-methoxyphenylethyl)-3,5,6-trimethylpyrazine). Yield: 52.1%. As a reaction SMILES: [CH3:1][C:2]1[N:7]=[C:6]([CH3:8])[C:5]([CH3:9])=[N:4][C:3]=1[CH3:10].[CH:11](=[O:20])[C:12]1[CH:17]=[CH:16][C:15]([O:18][CH3:19])=[CH:14][CH:13]=1>>[OH:20][CH:11]([C:12]1[CH:17]=[CH:16][C:15]([O:18][CH3:19])=[CH:14][CH:13]=1)[CH2:10][C:3]1[C:2]([CH3:1])=[N:7][C:6]([CH3:8])=[C:5]([CH3:9])[N:4]=1. Procedure: The reaction of 13.6 grams (0.1 mole) of tetramethylpyrazine with 13.6 grams (0.1 mole) of p-anisaldehyde was conducted in the manner described in Example II. Crystallization of the recovered crude product from ether yielded 14.2 gram (52%) of white crystals, m.p. 97°-98° C. Starting materials: BrC1=CC(=C(C=C1)C(C)(C)N)C (1-(4-Bromo-2-methyl-phenyl)-1-methyl-ethylamine), C(=C)S(=O)(=O)C=C (vinyl sulfone). Run in CCO (EtOH). The product is BrC1=CC(=C(C=C1)C(C)(C)N1CCS(CC1)(=O)=O)C (4-[1-(4-Bromo-2-methyl-phenyl)-1-methyl-ethyl]-thiomorpholine 1,1-dioxide). As a reaction SMILES: [Br:1][C:2]1[CH:7]=[CH:6][C:5]([C:8]([NH2:11])([CH3:10])[CH3:9])=[C:4]([CH3:12])[CH:3]=1.[CH:13]([S:15]([CH:18]=[CH2:19])(=[O:17])=[O:16])=[CH2:14]>CCO>[Br:1][C:2]1[CH:7]=[CH:6][C:5]([C:8]([N:11]2[CH2:19][CH2:18][S:15](=[O:17])(=[O:16])[CH2:13][CH2:14]2)([CH3:9])[CH3:10])=[C:4]([CH3:12])[CH:3]=1. Reported procedure: A solution of 1-(4-Bromo-2-methyl-phenyl)-1-methyl-ethylamine (preparation 48, 544 mg, 2 mmol), vinyl sulfone (200 μl, 2 mmol) in EtOH (8 ml) is heated to 100° C. for 6 h and then allowed to cool to RT. EtOH is removed under HV and the residue is purified by flash chromatography (silicagel, CH2Cl2:EtOAc=1:0=>0:1) to afford the title compound as a pale pink solid, Rt=1.231 min (Acquity HPLC BEH C18, 2.1×50 mm, 1.7 micron, detection 215 nM, 0.1 min 2% CH3CN in H2O, 2% to 100% CH3CN in H2O in 1.5 m...